From a dataset of the Open Reaction Database (ORD), a public repository of structured organic reaction records. describe an organic reaction: reactants, conditions, products, and yield Starting materials: C(C)(C)C1=NC=NN1C=1C=C(C(=O)O)C=C(C1)C1=NC=C(C=C1)C (3-(5-Isopropyl-[1,2,4]triazol-1-yl)-5-(5-methyl-pyridin-2-yl)-benzoic acid), CC=1N=CC(=NC1)CN (C-(5-methyl-pyrazin-2-yl)-methylamine), CCN=C=NCCCN(C)C (EDCI), C=1C=CC2=C(C1)N=NN2O (HOBt), CN1CCOCC1 (NMM). Run in C(C)#N (acetonitrile). Conditions: time 18 hour. Yields the product C(C)(C)C1=NC=NN1C=1C=C(C(=O)NCC2=NC=C(N=C2)C)C=C(C1)C1=NC=C(C=C1)C (3-(5-isopropyl-[1,2,4]triazol-1-yl)-N-(5-methyl-pyrazin-2-ylmethyl)-5-(5-methyl-pyridin-2-yl)-benzamide). Yield: 63.5%. Reaction SMILES: [CH:1]([C:4]1[N:8]([C:9]2[CH:10]=[C:11]([CH:15]=[C:16]([C:18]3[CH:23]=[CH:22][C:21]([CH3:24])=[CH:20][N:19]=3)[CH:17]=2)[C:12](O)=[O:13])[N:7]=[CH:6][N:5]=1)([CH3:3])[CH3:2].[CH3:25][C:26]1[N:27]=[CH:28][C:29]([CH2:32][NH2:33])=[N:30][CH:31]=1.CCN=C=NCCCN(C)C.C1C=CC2N(O)N=NC=2C=1.CN1CCOCC1>C(#N)C>[CH:1]([C:4]1[N:8]([C:9]2[CH:10]=[C:11]([CH:15]=[C:16]([C:18]3[CH:23]=[CH:22][C:21]([CH3:24])=[CH:20][N:19]=3)[CH:17]=2)[C:12]([NH:33][CH2:32][C:29]2[CH:28]=[N:27][C:26]([CH3:25])=[CH:31][N:30]=2)=[O:13])[N:7]=[CH:6][N:5]=1)([CH3:2])[CH3:3]. Procedure: 3-(5-Isopropyl-[1,2,4]triazol-1-yl)-5-(5-methyl-pyridin-2-yl)-benzoic acid (1.90 g, 6 mmol), C-(5-methyl-pyrazin-2-yl)-methylamine (0.73 g, 6 mmol), EDCI (1.69 g, 9 mmol), HOBt (1.20 g, 9 mmol) and NMM (3.2 mL) were added to 20 mL of acetonitrile. The reaction mixture was stirred at room temperature for 18 hours under nitrogen atmosphere, then was partitioned between water and EtOAc. The combined organic layers were dried (MgSO4), filtered and concentrated under reduced pressure. The resulting r... Reactants: COC(=O)C(CI)C(=O)OC(C)(C)C, FC(F)(F)c1nccc(Cl)n1. The product is COC(=O)C(Cc1ccnc(C(F)(F)F)n1)C(=O)OC(C)(C)C. Reaction SMILES: [C:1]([CH3:2])([CH3:3])([CH3:4])[O:5][C:6](=[O:7])[CH:8]([C:9](=[O:10])[O:11][CH3:12])[CH2:13][I:14].[Cl:15][c:16]1[n:17][c:18]([C:22]([F:23])([F:24])[F:25])[n:19][cH:20][cH:21]1>>[C:1]([CH3:2])([CH3:3])([CH3:4])[O:5][C:6](=[O:7])[CH:8]([C:9](=[O:10])[O:11][CH3:12])[CH2:13][c:16]1[n:17][c:18]([C:22]([F:23])([F:24])[F:25])[n:19][cH:20][cH:21]1. Yields the product Cc1nnc(C)c(-n2ccc(C(F)(F)F)n2)c1-c1ccc(Cl)cc1. RXN SMILES: [CH3:33][CH2:34][O:35][C:36](=[O:37])[CH3:38].[Cl:17][c:18]1[c:19]([CH3:32])[n:20][n:21][c:22]([CH3:31])[c:23]1-[c:24]1[cH:25][cH:26][c:27]([Cl:30])[cH:28][cH:29]1.[F:8][C:9]([c:10]1[n:11][nH:12][cH:13][cH:14]1)([F:15])[F:16].[H-:1].[Na+:2].[O:3]=[CH:4][N:5]([CH3:6])[CH3:7]>>[F:8][C:9]([c:10]1[n:11][n:12](-[c:18]2[c:19]([CH3:32])[n:20][n:21][c:22]([CH3:31])[c:23]2-[c:24]2[cH:25][cH:26][c:27]([Cl:30])[cH:28][cH:29]2)[cH:13][cH:14]1)([F:15])[F:16]. Reactants: CCOC(C)=O, Cc1nnc(C)c(-c2ccc(Cl)cc2)c1Cl, FC(F)(F)c1cc[nH]n1, [H-], [Na+], CN(C)C=O. The reactants are CCO, COc1ccc(CN2CC(COC3CCCCO3)N(Cc3ccc(OC)c(OC)c3)C2=Nc2c(Cl)cccc2Cl)cc1OC, Cl. The product is COc1ccc(CN2CC(CO)N(Cc3ccc(OC)c(OC)c3)C2=Nc2c(Cl)cccc2Cl)cc1OC. As a reaction SMILES: [CH3:46][CH2:47][OH:48].[Cl:1][c:2]1[c:3]([N:9]=[C:10]2[N:11]([CH2:34][c:35]3[cH:36][c:37]([O:43][CH3:44])[c:38]([O:41][CH3:42])[cH:39][cH:40]3)[CH2:12][CH:13]([CH2:26][O:27][CH:28]3[CH2:29][CH2:30][CH2:31][CH2:32][O:33]3)[N:14]2[CH2:15][c:16]2[cH:17][c:18]([O:24][CH3:25])[c:19]([O:22][CH3:23])[cH:20][cH:21]2)[c:4]([Cl:8])[cH:5][cH:6][cH:7]1.[ClH:45]>>[Cl:1][c:2]1[c:3]([N:9]=[C:10]2[N:11]([CH2:34][c:35]3[cH:36][c:37]([O:43][CH3:44])[c:38]([O:41][CH3:42])[cH:39][cH:40]3)[CH2:12][CH:13]([CH2:26][OH:27])[N:14]2[CH2:15][c:16]2[cH:17][c:18]([O:24][CH3:25])[c:19]([O:22][CH3:23])[cH:20][cH:21]2)[c:4]([Cl:8])[cH:5][cH:6][cH:7]1.